From a dataset of the Open Reaction Database (ORD), a public repository of structured organic reaction records. describe an organic reaction: reactants, conditions, products, and yield Starting materials: CNN (methylhydrazine), COC(C(=C(C)Cl)Cl)=S (methyl-2,3-dichloro-3-methylthioacrylate), COC(C(=C(C)Cl)Cl)=S (Methyl-2,3-dichloro-3-methylthioacrylate), C([O-])([O-])=O.[K+].[K+] (potassium carbonate), CNN (methylhydrazine), C1(=CC=CC=C1)C (toluene). Run at temperature 80 celsius. Product: ClC=1C(=NN(C1SC)C)O (4-Chloro-3-hydroxy-1-methyl-5-methylthiopyrazole). RXN SMILES: CO[C:3](=[S:9])[C:4]([Cl:8])=C(Cl)C.[C:10](=[O:13])([O-])[O-].[K+].[K+].[CH3:16][NH:17][NH2:18].[C:19]1(C)C=CC=CC=1>>[Cl:8][C:4]1[C:10]([OH:13])=[N:18][N:17]([CH3:16])[C:3]=1[S:9][CH3:19] |f:1.2.3|. Procedure: To a stirred solution of 11.6 gms (58 mmols) methyl-2,3-dichloro-3-methylthioacrylate (the product of Example 3) and 8.0 gms (58 mmols) potassium carbonate in 150 mls toluene, 2.1 gms (58 mmols) methylhydrazine were added dropwise. The reaction mixture was heated at 80° C. for about 8 hours. Then an additional 0.5 gm methylhydrazine was added; the resulting mixture was heated to reflux and refluxed for 2 hours. The reaction mixture was cooled and then filtered to remove solids. Stripping of the ...